This data is from the Open Reaction Database (ORD), a public repository of structured organic reaction records. The task is: describe an organic reaction: reactants, conditions, products, and yield Reactants: FCC1(OC2=C(C(=C1)C(=O)OCC)C=C(C=C2)[N+](=O)[O-])CF (ethyl 2,2-bisfluoromethyl-6-nitro-2H-1-benzopyran-4-carboxylate), stannous chloride, aqueous solution, [OH-].[Na+] (sodium hydroxide). Solvent: C(C)O (ethyl alcohol). The product is NC=1C=CC2=C(C(=CC(O2)(CF)CF)C(=O)OCC)C1 (ethyl 6-amino-2,2-bisfluoromethyl-2H-1-benzopyran-4-carboxylate). The yield is 13.7%. RXN SMILES: [F:1][CH2:2][C:3]1([CH2:21][F:22])[CH:8]=[C:7]([C:9]([O:11][CH2:12][CH3:13])=[O:10])[C:6]2[CH:14]=[C:15]([N+:18]([O-])=O)[CH:16]=[CH:17][C:5]=2[O:4]1.[OH-].[Na+]>C(O)C>[NH2:18][C:15]1[CH:16]=[CH:17][C:5]2[O:4][C:3]([CH2:2][F:1])([CH2:21][F:22])[CH:8]=[C:7]([C:9]([O:11][CH2:12][CH3:13])=[O:10])[C:6]=2[CH:14]=1 |f:1.2|. Reported procedure: A mixture of 42.0 g of ethyl 2,2-bisfluoromethyl-6-nitro-2H-1-benzopyran-4-carboxylate, 88 g of stannous chloride and 500 ml of ethyl alcohol was heated while refluxing for 2 hours. A 2N aqueous solution of sodium hydroxide was added to the reaction mixture, followed by extracting with ethyl acetate. The organic layer was washed with brine, dried over sodium sulfate and then concentrated under (reduced pressure to obtain 5,2 g of ethyl 6-amino-2,2-bisfluoromethyl-2H-1-benzopyran-4-carboxylate as... Reaction SMILES: [BH3:41].[CH3:1][O:2][c:3]1[cH:4][cH:5][c:6](-[c:10]2[s:11][c:12]3[c:13]([n:14]2)[cH:15][cH:16][c:17]([O:19][CH3:20])[cH:18]3)[c:7]([NH2:9])[cH:8]1.[CH3:38][S:39][CH3:40].[CH3:51][C:52](=[O:53])[OH:54].[Cl:48][CH2:49][Cl:50].[N:21]1([CH2:27][CH2:28][O:29][c:30]2[cH:31][cH:32][c:33]([CH:34]=[O:35])[cH:36][cH:37]2)[CH2:22][CH2:23][CH2:24][CH2:25][CH2:26]1.[NH3:42].[O:43]1[CH2:44][CH2:45][CH2:46][CH2:47]1>>[CH3:1][O:2][c:3]1[cH:4][cH:5][c:6](-[c:10]2[s:11][c:12]3[c:13]([n:14]2)[cH:15][cH:16][c:17]([O:19][CH3:20])[cH:18]3)[c:7]([NH:9][CH2:34][c:33]2[cH:32][cH:31][c:30]([O:29][CH2:28][CH2:27][N:21]3[CH2:22][CH2:23][CH2:24][CH2:25][CH2:26]3)[cH:37][cH:36]2)[cH:8]1. Yields the product COc1ccc(-c2nc3ccc(OC)cc3s2)c(NCc2ccc(OCCN3CCCCC3)cc2)c1. The reactants are B, COc1ccc(-c2nc3ccc(OC)cc3s2)c(N)c1, CSC, CC(=O)O, ClCCl, O=Cc1ccc(OCCN2CCCCC2)cc1, N, C1CCOC1. Reactants: C1(=CC=CC=C1)C.C(C)(=O)OCC (toluene ethyl acetate), C(C)(C)(C)ON1C([C@H](CC1)OC1=CC=C(C=C1)C(C(=O)OC)CC=1NC2=CC=C(C=C2C1)C#N)=C=O (methyl 2-[4-[((3S)-1-tert-butoxy-carbonyl-3-pyrrolidinyl)oxy]phenyl]-3-(5-cyano-2-indolyl)propionate), CI (methyl iodide), [H-].[Na+] (sodium hydride). Solvent: CN(C=O)C (N,N-dimethylformamide). Conditions: time 10 minute. Yields the product C(C)(C)(C)OC(=O)N1C[C@H](CC1)OC1=CC=C(C=C1)C(C(=O)OC)CC=1N(C2=CC=C(C=C2C1)C#N)C (methyl 2-[4-[((3S)-1-tert-butoxycarbonyl-3-pyrrolidinyl)oxy]phenyl]-3-(5-cyano-1-methyl-2-indolyl)propionate). Reaction SMILES: C(O[N:6]1[CH2:10][CH2:9][C@H:8]([O:11][C:12]2[CH:17]=[CH:16][C:15]([CH:18]([CH2:23][C:24]3[NH:25][C:26]4[C:31]([CH:32]=3)=[CH:30][C:29]([C:33]#[N:34])=[CH:28][CH:27]=4)[C:19]([O:21][CH3:22])=[O:20])=[CH:14][CH:13]=2)[C:7]1=C=O)(C)(C)C.[H-].[Na+].[CH3:39]I.[C:41]1([CH3:47])[CH:46]=CC=C[CH:42]=1.[C:48]([O:51]CC)(=[O:50])C>CN(C)C=O>[C:41]([O:51][C:48]([N:6]1[CH2:10][CH2:9][C@H:8]([O:11][C:12]2[CH:17]=[CH:16][C:15]([CH:18]([CH2:23][C:24]3[N:25]([CH3:39])[C:26]4[C:31]([CH:32]=3)=[CH:30][C:29]([C:33]#[N:34])=[CH:28][CH:27]=4)[C:19]([O:21][CH3:22])=[O:20])=[CH:14][CH:13]=2)[CH2:7]1)=[O:50])([CH3:47])([CH3:46])[CH3:42] |f:1.2,4.5|. Procedure details: 3.0 g of methyl 2-[4-[((3S)-1-tert-butoxy-carbonyl-3-pyrrolidinyl)oxy]phenyl]-3-(5-cyano-2-indolyl)propionate was dissolved in 30 ml of N,N-dimethylformamide, and then stirred under ice cooling. 270 mg of 60% sodium hydride was added to the above solution, and the stirring was continued for 10 minutes. The resulting reaction solution was mixed with 0.4 ml of methyl iodide, and the mixture was stirred at room temperature for 1 hour. The thus treated reaction solution was diluted with a toluene/et... Reactants: ClCCOC (1-chloro-2-methoxy-ethane), C([O-])([O-])=O.[K+].[K+] (potassium carbonate), [I-].[K+] (potassium iodide), C1(=CC=CC=C1)C(=O)N1CCN(CC1)CC1=CC=C(C=C1)OC1CCNCC1 (1-Phenyl-1-{4-[4-(piperidin-4-yloxy)-benzyl]-piperazin-1-yl}-methanone). The solvent is CC(CC)=O (2-butanone), C(C)(=O)O (acetic acid). Yields the product COCCN1CCC(CC1)OC1=CC=C(CN2CCN(CC2)C(=O)C2=CC=CC=C2)C=C1 (1-(4-{4-[1-(2-Methoxy-ethyl)-piperidin-4-yloxy]-benzyl}-piperazin-1-yl)-1-phenyl-methanone). The yield is 43.4%. Reaction SMILES: [C:1]1([C:7]([N:9]2[CH2:14][CH2:13][N:12]([CH2:15][C:16]3[CH:21]=[CH:20][C:19]([O:22][CH:23]4[CH2:28][CH2:27][NH:26][CH2:25][CH2:24]4)=[CH:18][CH:17]=3)[CH2:11][CH2:10]2)=[O:8])[CH:6]=[CH:5][CH:4]=[CH:3][CH:2]=1.Cl[CH2:30][CH2:31][O:32][CH3:33].C(=O)([O-])[O-].[K+].[K+].[I-].[K+]>CC(=O)CC.C(O)(=O)C>[CH3:33][O:32][CH2:31][CH2:30][N:26]1[CH2:27][CH2:28][CH:23]([O:22][C:19]2[CH:20]=[CH:21][C:16]([CH2:15][N:12]3[CH2:11][CH2:10][N:9]([C:7]([C:1]4[CH:6]=[CH:5][CH:4]=[CH:3][CH:2]=4)=[O:8])[CH2:14][CH2:13]3)=[CH:17][CH:18]=2)[CH2:24][CH2:25]1 |f:2.3.4,5.6|. Reported procedure: 1-Phenyl-1-{4-[4-(piperidin-4-yloxy)-benzyl]-piperazin-1-yl}-methanone (E32) (150 mg, 0.40 mmol) was dissolved in 2-butanone and treated with 1-chloro-2-methoxy-ethane (0.08 ml, 0.80 mmol), potassium carbonate (132 mg, 0.96 mmol) and potassium iodide (159 mg, 0.96 mmol). The reaction mixture was heated under reflux for 24 hours. The mixture was allowed to cool to room temperature, acidified by the addition of glacial acetic acid and passed down an SCX ion exchange column (2 g) eluting with metha... The reactants are COc1ccc(N=C=O)cc1, NCCCN1Cc2ccccc2CC1Cc1ccc(F)cc1. Product: COc1ccc(NC(=O)NCCCN2Cc3ccccc3CC2Cc2ccc(F)cc2)cc1. Reaction SMILES: [CH3:23][O:24][c:25]1[cH:26][cH:27][c:28]([N:31]=[C:32]=[O:33])[cH:29][cH:30]1.[F:1][c:2]1[cH:3][cH:4][c:5]([CH2:6][CH:7]2[N:8]([CH2:17][CH2:18][CH2:19][NH2:20])[CH2:9][c:10]3[cH:11][cH:12][cH:13][cH:14][c:15]3[CH2:16]2)[cH:21][cH:22]1>>[F:1][c:2]1[cH:3][cH:4][c:5]([CH2:6][CH:7]2[N:8]([CH2:17][CH2:18][CH2:19][NH:20][C:32]([NH:31][c:28]3[cH:27][cH:26][c:25]([O:24][CH3:23])[cH:30][cH:29]3)=[O:33])[CH2:9][c:10]3[cH:11][cH:12][cH:13][cH:14][c:15]3[CH2:16]2)[cH:21][cH:22]1. Reactants: COC=1C=CC(=[N+](C1)[O-])C (5-methoxy-2-methylpyridine-N-oxide), C(C)(=O)OC(C)=O (acetic anhydride). Product: C(C)(=O)OCC1=NC=C(C=C1)OC (2-acetoxymethyl-5-methoxypyridine). As a reaction SMILES: [CH3:1][O:2][C:3]1[CH:4]=[CH:5][C:6]([CH3:10])=[N+:7]([O-])[CH:8]=1.[C:11]([O:14]C(=O)C)(=[O:13])[CH3:12]>>[C:11]([O:14][CH2:10][C:6]1[CH:5]=[CH:4][C:3]([O:2][CH3:1])=[CH:8][N:7]=1)(=[O:13])[CH3:12]. Procedure: The crude N-oxide product obtained above (13.5 g.) was then placed in acetic anhydride (100 ml.) and heated on a steam bath for a period of three hours. The excess anhydride was thereafter removed by means of distillation and the liquid residue so obtained was fractionally distilled to give pure 2-acetoxymethyl-5-methoxypyridine (yield, 6.6 g.), b.p. 148°-150° C./12 mm. Hg. This particular product was then hydrolyzed by heating same on a steam bath while in concentrated hydrochloric acid for a p... Reactants: CC[O-].[Na+] (NaOEt), C(C)OC(C(=O)OCC)=O (diethyloxalate), NC1=C(SC=C1)C(=O)N (3-aminothiophene-2-carboxamide). Run in CCO (EtOH). Product: OC=1C2=C(N=C(N1)C(=O)OCC)C=CS2 (Ethyl 4-hydroxythieno[3,2-d]pyrimidine-2-carboxylate). Isolated yield 73.7%. As a reaction SMILES: [NH2:1][C:2]1[CH:6]=[CH:5][S:4][C:3]=1[C:7]([NH2:9])=[O:8].CC[O-].[Na+].[CH2:14]([O:16][C:17](=[O:23])[C:18](OCC)=O)[CH3:15]>CCO>[OH:8][C:7]1[C:3]2[S:4][CH:5]=[CH:6][C:2]=2[N:1]=[C:18]([C:17]([O:16][CH2:14][CH3:15])=[O:23])[N:9]=1 |f:1.2|. Procedure details: A mixture of 3-aminothiophene-2-carboxamide (1.23 g, 8.65 mmol) and EtOH (25 mL) was treated with NaOEt (1.2 g, 17.3 mmol) and diethyloxalate (2.3 mL, 17.3 mmol), refluxed for 18 h, cooled, concentrated in vacuo, treated with water, acidified with HOAc and filtered to give the title compound (1.43 g, 74%) as a cream solid: IR νmax Nujol)/cm−1 3180, 3119, 3078, 3006, 2955, 2924, 2854, 1737, 1667, 1651, 1300 and 1176; NMR δH (400 MHz, DMSO) 1.37 (3H, t, J 7.0 Hz), 4.40 (2H, q, J 7.0 Hz), 7.58 (1H,...